Task: describe an organic reaction: reactants, conditions, products, and yield. Dataset: the Open Reaction Database (ORD), a public repository of structured organic reaction records The reactants are OCCNC1CCC2=C(C=CC=C12)C1=NOC(=N1)C=1C=CC(=C(C#N)C1)OC(C)C (5-(3-(1-((2-hydroxyethyl)amino)-2,3-dihydro-1H-inden-4-yl)-1,2,4-oxadiazol-5-yl)-2-isopropoxybenzonitrile), B(Cl)(Cl)Cl (BCl3). Run in ClCCCl (DCE). Conditions: time 18 hour. Yields the product OC1=C(C#N)C=C(C=C1)C1=NC(=NO1)C1=C2CCC(C2=CC=C1)NCCO (2-hydroxy-5-(3-(1-((2-hydroxyethyl)amino)-2,3-dihydro-1H-inden-4-yl)-1,2,4-oxadiazol-5-yl)benzonitrile). Isolated yield 671.2%. RXN SMILES: [OH:1][CH2:2][CH2:3][NH:4][CH:5]1[C:13]2[C:8](=[C:9]([C:14]3[N:18]=[C:17]([C:19]4[CH:20]=[CH:21][C:22]([O:27]C(C)C)=[C:23]([CH:26]=4)[C:24]#[N:25])[O:16][N:15]=3)[CH:10]=[CH:11][CH:12]=2)[CH2:7][CH2:6]1.B(Cl)(Cl)Cl>ClCCCl>[OH:27][C:22]1[CH:21]=[CH:20][C:19]([C:17]2[O:16][N:15]=[C:14]([C:9]3[CH:10]=[CH:11][CH:12]=[C:13]4[C:8]=3[CH2:7][CH2:6][CH:5]4[NH:4][CH2:3][CH2:2][OH:1])[N:18]=2)=[CH:26][C:23]=1[C:24]#[N:25]. Procedure: To 5-(3-(1-((2-hydroxyethyl)amino)-2,3-dihydro-1H-inden-4-yl)-1,2,4-oxadiazol-5-yl)-2-isopropoxybenzonitrile (15.0 mg, 0.37 mmol) in DCE (3 mL) was added BCl3 (1.85 mL of 1M DCM solution). The reaction mixture was stirred at room temperature for 18 hrs. The solvent was evaporated, and the residue purified by chromatography (DCM/MeOH) to give 900.0 mg (67%) of 2-hydroxy-5-(3-(1-((2-hydroxyethyl)amino)-2,3-dihydro-1H-inden-4-yl)-1,2,4-oxadiazol-5-yl)benzonitrile 102 as white solid. LCMS-ESI (m/z) ...